From a dataset of the Open Reaction Database (ORD), a public repository of structured organic reaction records. describe an organic reaction: reactants, conditions, products, and yield RXN SMILES: [F:1][C:2]([F:14])([F:13])[C:3]1[CH:4]=[C:5]([CH:8]=[CH:9][C:10]=1[O:11][CH3:12])[CH:6]=O.[CH:15]([NH2:17])=[O:16].C(O)=O.O>C(OCC)(=O)C>[CH3:12][O:11][C:10]1[CH:9]=[CH:8][C:5]([CH2:6][NH:17][CH:15]=[O:16])=[CH:4][C:3]=1[C:2]([F:14])([F:13])[F:1]. Starting materials: FC(C=1C=C(C=O)C=CC1OC)(F)F (3-trifluoromethyl-p-anisaldehyde), C(=O)N (formamide), C(=O)O (formic acid), O (water). Solvent: C(C)(=O)OCC (ethyl acetate). Product: COC1=C(C=C(CNC=O)C=C1)C(F)(F)F (N-[4-methoxy-3-(trifluoromethyl)benzyl]formamide). Run at temperature 130 celsius, time 9 hour. Procedure: A mixture of 5.8 g 3-trifluoromethyl-p-anisaldehyde, 8.6 ml formamide, and 13.6 ml formic acid was stirred at 130° C. for 9 hr. After cooling, water and ethyl acetate were added thereto. The ethyl acetate layer was recovered and washed with brine. It was dried over anhydrous magnesium sulfate, filtered, and evaporated. The resulting residue was purified by silica gel column chromatography to give 3.8 g of N-[4-methoxy-3-(trifluoromethyl)benzyl]formamide. Reactants: COc1ccc2c(c1)CN(C(=O)OC(C)(C)C)CC2, CCOCC, Cl. Product: COc1ccc2c(c1)CNCC2. As a reaction SMILES: [C:2]([O:3][C:4](=[O:5])[N:9]1[CH2:10][c:11]2[cH:12][c:13]([O:19][CH3:20])[cH:14][cH:15][c:16]2[CH2:17][CH2:18]1)([CH3:6])([CH3:7])[CH3:8].[CH3:21][CH2:22][O:23][CH2:24][CH3:25].[ClH:1]>>[NH:9]1[CH2:10][c:11]2[cH:12][c:13]([O:19][CH3:20])[cH:14][cH:15][c:16]2[CH2:17][CH2:18]1. Starting materials: C(C)OC(=O)C1=C(NC=C1C)CC(NCC1(CCN(CC1)C)O)=O (2-{[(4-hydroxy-1-methyl-piperidin-4-ylmethyl)-carbamoyl]-methyl}-4-methyl-1H-pyrrole-3-carboxylic acid ethyl ester), Cl (hydrochloric acid), [OH-].[Na+] (sodium hydroxide). Run in O1CCCC1 (tetrahydrofuran), O1CCCC1 (tetrahydrofuran), O1CCCC1 (tetrahydrofuran). Reaction conditions: time 1.5 hour. Product: C(C)OC(=O)C1=C(NC=C1C)CCNCC1(CCN(CC1)C)O (2-{2-[(4-hydroxy-1-methyl-piperidin-4-ylmethyl)-amino]-ethyl}-4-methyl-1H-pyrrole-3-carboxylic acid ethyl ester). Yield: 104.1%. As a reaction SMILES: [CH2:1]([O:3][C:4]([C:6]1[C:10]([CH3:11])=[CH:9][NH:8][C:7]=1[CH2:12][C:13](=O)[NH:14][CH2:15][C:16]1([OH:23])[CH2:21][CH2:20][N:19]([CH3:22])[CH2:18][CH2:17]1)=[O:5])[CH3:2].Cl.[OH-].[Na+]>O1CCCC1>[CH2:1]([O:3][C:4]([C:6]1[C:10]([CH3:11])=[CH:9][NH:8][C:7]=1[CH2:12][CH2:13][NH:14][CH2:15][C:16]1([OH:23])[CH2:17][CH2:18][N:19]([CH3:22])[CH2:20][CH2:21]1)=[O:5])[CH3:2] |f:2.3|. Reported procedure: A stirred solution of 2-{[(4-hydroxy-1-methyl-piperidin-4-ylmethyl)-carbamoyl]-methyl}-4-methyl-1H-pyrrole-3-carboxylic acid ethyl ester (5.937 g, 17.62 mmol) in tetrahydrofuran (50 ml) was added slowly with another portion of 1M borane-tetrahydrofuran complex in tetrahydrofuran (52.1 ml, 52.1 mmol) under an argon atmosphere. Upon completion of the addition, the mixture was stirred for 1.5 hours at room temperature, heated to reflux for 1.5 hours and stirred at room temperature overnight. The re... The reactants are C(C)(C)(C)OC(=O)NC(CNC(OCC1=CC=CC=C1)=O)C(=O)N(C)C (benzyl {2-[(tert-butoxycarbonyl)amino]-3-(dimethylamino)-3-oxopropyl}carbamate). Reagents/catalysts: [Pd] (palladium on carbon). The solvent is CO (methanol). Run at temperature 50 celsius, time 4 hour. The product is NC[C@H](NC(=O)OC(C)(C)C)C(=O)N(C)C (3-amino-N2-(tert-butoxycarbonyl)-N,N-dimethylalaninamide). Reaction SMILES: [C:1]([O:5][C:6]([NH:8][CH:9]([C:22]([N:24]([CH3:26])[CH3:25])=[O:23])[CH2:10][NH:11]C(=O)OCC1C=CC=CC=1)=[O:7])([CH3:4])([CH3:3])[CH3:2]>CO.[Pd]>[NH2:11][CH2:10][C@@H:9]([C:22]([N:24]([CH3:26])[CH3:25])=[O:23])[NH:8][C:6]([O:5][C:1]([CH3:2])([CH3:3])[CH3:4])=[O:7]. Reported procedure: To a solution of benzyl {2-[(tert-butoxycarbonyl)amino]-3-(dimethylamino)-3-oxopropyl}carbamate (5.5 g, 15 mmol) in methanol (100 mL) was added palladium on carbon (0.55 g, 10% w/w). The reaction mixture was stirred under a hydrogen (50 psi) atmosphere at 50° C. After 4 hours, the reaction mixture was filtered and concentrated under reduced pressure to afford 3-amino-N2-(tert-butoxycarbonyl)-N,N-dimethylalaninamide. MS ESI calc'd. for C10H22N3O3 [M+H]+ 232. found 232. 1H NMR (400 MHz, CD3OD) δ 4...